From a dataset of the Open Reaction Database (ORD), a public repository of structured organic reaction records. describe an organic reaction: reactants, conditions, products, and yield The reactants are C(C)(=O)N1C(C(C2=CC(=C(C=C12)OC)OC)=C(C1=CC=CC=C1)OCC)=O (1-acetyl-3-(1-ethoxy-1-phenyl-methylidene)-5,6-dimethoxy-2-indolinone), CN(CCN(C1=CC=C(C=C1)N)S(=O)(=O)C)C (N-(2-dimethylamino-ethyl)-N-methylsulphonyl-p-phenylenediamine). Product: CN(CCN(S(=O)(=O)C)C1=CC=C(N\C(\C2=CC=CC=C2)=C\2/C(NC3=CC(=C(C=C23)OC)OC)=O)C=C1)C (3-(Z)-(1-{4-[N-(2-dimethylaminoethyl)-N-methylsulphonyl-amino]-anilino}-1-phenyl-methylidene)-5,6-dimethoxy-2-indolinone). As a reaction SMILES: C([N:4]1[C:12]2[C:7](=[CH:8][C:9]([O:15][CH3:16])=[C:10]([O:13][CH3:14])[CH:11]=2)[C:6](=[C:17](OCC)[C:18]2[CH:23]=[CH:22][CH:21]=[CH:20][CH:19]=2)[C:5]1=[O:27])(=O)C.[CH3:28][N:29]([CH3:44])[CH2:30][CH2:31][N:32]([S:40]([CH3:43])(=[O:42])=[O:41])[C:33]1[CH:38]=[CH:37][C:36]([NH2:39])=[CH:35][CH:34]=1>>[CH3:28][N:29]([CH3:44])[CH2:30][CH2:31][N:32]([C:33]1[CH:34]=[CH:35][C:36]([NH:39]/[C:17](=[C:6]2\[C:5](=[O:27])[NH:4][C:12]3[C:7]\2=[CH:8][C:9]([O:15][CH3:16])=[C:10]([O:13][CH3:14])[CH:11]=3)/[C:18]2[CH:19]=[CH:20][CH:21]=[CH:22][CH:23]=2)=[CH:37][CH:38]=1)[S:40]([CH3:43])(=[O:42])=[O:41]. Procedure details: Prepared from 1-acetyl-3-(1-ethoxy-1-phenyl-methylidene)-5,6-dimethoxy-2-indolinone and N-(2-dimethylamino-ethyl)-N-methylsulphonyl-p-phenylenediamine The reactants are ClC1=C(C=CC=C1C)C=1OC2=C(C(=CC(=C2C(C1)=O)O)O)[C@H]1[C@@H](N(CC1)C)CO ((+)-trans-2-(2-Chloro-3-methyl-phenyl)-5,7-dihydroxy-8-(2-hydroxymethyl-1-methyl-pyrrolidin-3-yl)-chromen-4-one), Cl (HCl). Run in CO (methanol). The product is Cl.ClC1=C(C=CC=C1C)C=1OC2=C(C(=CC(=C2C(C1)=O)O)O)[C@H]1[C@@H](N(CC1)C)CO ((+)-trans-2-(2-Chloro-3-methyl-phenyl)-5,7-dihydroxy-8-(2-hydroxymethyl-1-methyl-pyrrolidin-3-yl)-chromen-4-one hydrochloride). RXN SMILES: [Cl:1][C:2]1[C:7]([CH3:8])=[CH:6][CH:5]=[CH:4][C:3]=1[C:9]1[O:10][C:11]2[C:16]([C:17](=[O:19])[CH:18]=1)=[C:15]([OH:20])[CH:14]=[C:13]([OH:21])[C:12]=2[C@@H:22]1[CH2:26][CH2:25][N:24]([CH3:27])[C@H:23]1[CH2:28][OH:29].Cl>CO>[ClH:1].[Cl:1][C:2]1[C:7]([CH3:8])=[CH:6][CH:5]=[CH:4][C:3]=1[C:9]1[O:10][C:11]2[C:16]([C:17](=[O:19])[CH:18]=1)=[C:15]([OH:20])[CH:14]=[C:13]([OH:21])[C:12]=2[C@@H:22]1[CH2:26][CH2:25][N:24]([CH3:27])[C@H:23]1[CH2:28][OH:29] |f:3.4|. Reported procedure: The compound of example 45 (0.300 g, 0.72 mmol) was suspended in methanol (1.5 mL) and treated with ethereal HCl and the organic solvent was evaporated to afford the title compound, the hydrochloride salt. As a reaction SMILES: [CH3:25][Si:26]([CH3:27])([CH3:28])[Cl:29].[CH3:30][CH2:31][O:32][CH2:33][CH3:34].[CH3:35][CH2:36][OH:37].[Cl:1][c:2]1[c:3]([CH2:4][NH:5][CH:6]2[CH2:7][N:8]([c:11]3[n:12][cH:13][c:14]([N+:17](=[O:18])[O-:19])[cH:15][cH:16]3)[CH2:9][CH2:10]2)[cH:20][cH:21][c:22]([Cl:24])[cH:23]1>>[Cl:1][c:2]1[c:3]([CH2:4][NH:5][CH:6]2[CH2:7][N:8]([c:11]3[n:12][cH:13][c:14]([N+:17](=[O:18])[O-:19])[cH:15][cH:16]3)[CH2:9][CH2:10]2)[cH:20][cH:21][c:22]([Cl:24])[cH:23]1.[ClH:29]. The product is O=[N+]([O-])c1ccc(N2CCC(NCc3ccc(Cl)cc3Cl)C2)nc1, Cl. Reactants: C[Si](C)(C)Cl, CCOCC, CCO, O=[N+]([O-])c1ccc(N2CCC(NCc3ccc(Cl)cc3Cl)C2)nc1. Starting materials: BrC=1C=CC=C2N=CC(=NC12)C1=CC(=C(C=C1)C(=O)N1CCN(CC1)CC)C ([4-(8-Bromo-quinoxalin-2-yl)-2-methyl-phenyl]-(4-ethyl-piperazin-1-yl)-methanone), CC(C)(C1=C(C=C(C=C1)B1OC(C(O1)(C)C)(C)C)C)N1CCOCC1 (4-{1-Methyl-1-[2-methyl-4-(4,4,5,5-tetramethyl-[1,3,2]dioxaborolan-2-yl)-phenyl]-ethyl}-morpholine), COC=1C=CC=C(C1C=2C=CC=CC2P(C3CCCCC3)C4CCCCC4)OC (S-Phos), [O-]P(=O)([O-])[O-].[K+].[K+].[K+] (K3PO4). Reagents/catalysts: CC(=O)[O-].CC(=O)[O-].[Pd+2] (Pd(OAc)2). Conditions: temperature 105 celsius. Yields the product C(C)N1CCN(CC1)C(=O)C1=C(C=C(C=C1)C1=NC2=C(C=CC=C2N=C1)C1=CC(=C(C=C1)C(C)(N1CCOCC1)C)C)C ((4-Ethyl-piperazin-1-yl)-(2-methyl-4-{8-[3-methyl-4-(1-methyl-1-morpholin-4-yl-ethyl)-phenyl]-quinoxalin-2-yl}-phenyl)-methanone). As a reaction SMILES: Br[C:2]1[CH:3]=[CH:4][CH:5]=[C:6]2[C:11]=1[N:10]=[C:9]([C:12]1[CH:17]=[CH:16][C:15]([C:18]([N:20]3[CH2:25][CH2:24][N:23]([CH2:26][CH3:27])[CH2:22][CH2:21]3)=[O:19])=[C:14]([CH3:28])[CH:13]=1)[CH:8]=[N:7]2.[CH3:29][C:30]([N:48]1[CH2:53][CH2:52][O:51][CH2:50][CH2:49]1)([C:32]1[CH:37]=[CH:36][C:35](B2OC(C)(C)C(C)(C)O2)=[CH:34][C:33]=1[CH3:47])[CH3:31].COC1C=CC=C(OC)C=1C1C=CC=CC=1P(C1CCCCC1)C1CCCCC1.[O-]P([O-])([O-])=O.[K+].[K+].[K+]>CC([O-])=O.CC([O-])=O.[Pd+2]>[CH2:26]([N:23]1[CH2:24][CH2:25][N:20]([C:18]([C:15]2[CH:16]=[CH:17][C:12]([C:9]3[CH:8]=[N:7][C:6]4[C:11](=[C:2]([C:35]5[CH:36]=[CH:37][C:32]([C:30]([CH3:29])([N:48]6[CH2:53][CH2:52][O:51][CH2:50][CH2:49]6)[CH3:31])=[C:33]([CH3:47])[CH:34]=5)[CH:3]=[CH:4][CH:5]=4)[N:10]=3)=[CH:13][C:14]=2[CH3:28])=[O:19])[CH2:21][CH2:22]1)[CH3:27] |f:3.4.5.6,7.8.9|. Reported procedure: A microwave tube is charged with of [4-(8-Bromo-quinoxalin-2-yl)-2-methyl-phenyl]-(4-ethyl-piperazin-1-yl)-methanone (step 80.1, 49 mg, 0.112 mmol), 4-{1-Methyl-1-[2-methyl-4-(4,4,5,5-tetramethyl-[1,3,2]dioxaborolan-2-yl)-phenyl]-ethyl}-morpholine (40.4 mg, ca. 0.117 mmol), S-Phos (4.25 mg, 0.01 mmol), K3PO4 (72.5 mg, 0.33 mmol) and Pd(OAc)2 (0.75 mg, 0.0033 mmol). After several cycles of vacuum/purge with argon, 3 ml of a mixture consisting of 28 μl deionized water in 12 ml 1,2-dimethoxy-ethane... Reactants: C(C=C)Br (allyl bromide), [OH-].[Na+] (sodium hydroxide), FC1=C(C=CC=C1)C1OC(=C(C1=O)C1=CC(=CC=C1)C(F)(F)F)N (2-(2-fluorophenyl)-3-oxo-4-(3-trifluoromethylphenyl)-5-amino-2,3-dihydrofuran). Reagents/catalysts: [Cl-].C(C1=CC=CC=C1)[N+](CC)(CC)CC (benzyltriethylammonium chloride). The solvent is O (water), C(Cl)Cl (methylene chloride). Run at time 18 hour. The product is FC1=C(C=CC=C1)C1OC(=C(C1=O)C1=CC(=CC=C1)C(F)(F)F)NCC=C (2-(2-Fluorophenyl)-3-oxo-4-(3-trifluoromethylphenyl)-5-allylamino-2,3-dihydrofuran). Isolated yield 55.9%. RXN SMILES: [OH-].[Na+].[F:3][C:4]1[CH:9]=[CH:8][CH:7]=[CH:6][C:5]=1[CH:10]1[C:14](=[O:15])[C:13]([C:16]2[CH:21]=[CH:20][CH:19]=[C:18]([C:22]([F:25])([F:24])[F:23])[CH:17]=2)=[C:12]([NH2:26])[O:11]1.[CH2:27](Br)[CH:28]=[CH2:29]>O.C(Cl)Cl.[Cl-].C([N+](CC)(CC)CC)C1C=CC=CC=1>[F:3][C:4]1[CH:9]=[CH:8][CH:7]=[CH:6][C:5]=1[CH:10]1[C:14](=[O:15])[C:13]([C:16]2[CH:21]=[CH:20][CH:19]=[C:18]([C:22]([F:23])([F:24])[F:25])[CH:17]=2)=[C:12]([NH:26][CH2:29][CH:28]=[CH2:27])[O:11]1 |f:0.1,6.7|. Procedure details: One gram of sodium hydroxide in 4.0 ml of water was added to a mixture of 4.0 g of 2-(2-fluorophenyl)-3-oxo-4-(3-trifluoromethylphenyl)-5-amino-2,3-dihydrofuran in 80 ml of methylene chloride at room temperature followed by the addition of 1.44 g of allyl bromide and 0.27 g of benzyltriethylammonium chloride. The resulting two-phase mixture was stirred at room temperature for about 18 hours after which time it was washed three times with water, dried over magnesium sulfate and concentrated in va... The reactants are CCO, Cl, [H][H], Clc1nccc(N2CCN3CC(COc4ccccc4)CCC3C2)n1. Yields the product c1ccc(OCC2CCC3CN(c4ccncn4)CCN3C2)cc1. RXN SMILES: [CH3:29][CH2:30][OH:31].[ClH:26].[H:27][H:28].[O:1]([c:2]1[cH:3][cH:4][cH:5][cH:6][cH:7]1)[CH2:8][CH:9]1[CH2:10][CH2:11][CH:12]2[N:13]([CH2:14][CH2:15][N:16]([c:18]3[n:19][c:20]([Cl:24])[n:21][cH:22][cH:23]3)[CH2:17]2)[CH2:25]1>>[O:1]([c:2]1[cH:3][cH:4][cH:5][cH:6][cH:7]1)[CH2:8][CH:9]1[CH2:10][CH2:11][CH:12]2[N:13]([CH2:14][CH2:15][N:16]([c:18]3[n:19][cH:20][n:21][cH:22][cH:23]3)[CH2:17]2)[CH2:25]1. Conditions: time 1 hour. Starting materials: CSC1=CC=C(CC2=NOC(=N2)C2CCN(CC2)C(=O)OC(C)(C)C)C=C1 (tert-Butyl 4-{3-[4(methylthio)benzyl]-1,2,4-oxadiazol-5-yl}piperidine-1-carboxylate), S(=O)(=O)([O-])S(=O)[O-].[Na+].[Na+] (Sodium metabisulfite), ClC1=CC(=CC=C1)C(=O)OO (3-Chloroperbenzoic acid). Solvent: ClCCl (dichloromethane). Product: CS(=O)(=O)C1=CC=C(CC2=NOC(=N2)C2CCN(CC2)C(=O)OC(C)(C)C)C=C1 (tert-butyl 4-{3-[4-(methylsulfonyl)benzyl]-1,2,4-oxadiazol-5-yl}piperidine-1-carboxylate), solid. Reaction SMILES: CS[C:3]1[CH:27]=[CH:26][C:6]([CH2:7][C:8]2[N:12]=[C:11]([CH:13]3[CH2:18][CH2:17][N:16]([C:19]([O:21][C:22]([CH3:25])([CH3:24])[CH3:23])=[O:20])[CH2:15][CH2:14]3)[O:10][N:9]=2)=[CH:5][CH:4]=1.Cl[C:29]1C=CC=C(C(OO)=O)C=1.[S:39](S([O-])=O)([O-:42])(=O)=[O:40].[Na+].[Na+]>ClCCl>[CH3:29][S:39]([C:3]1[CH:27]=[CH:26][C:6]([CH2:7][C:8]2[N:12]=[C:11]([CH:13]3[CH2:18][CH2:17][N:16]([C:19]([O:21][C:22]([CH3:24])([CH3:23])[CH3:25])=[O:20])[CH2:15][CH2:14]3)[O:10][N:9]=2)=[CH:5][CH:4]=1)(=[O:42])=[O:40] |f:2.3.4|. Reported procedure: tert-Butyl 4-{3-[4(methylthio)benzyl]-1,2,4-oxadiazol-5-yl}piperidine-1-carboxylate (3.10 g, 7.96 mmol) (Method E, step 1) was dissolved in dichloromethane(100 mL), at room temperature, under argon. 3-Chloroperbenzoic acid (60% wt, 6.87 g, 23.88 mmol) was added portionwise and stirred for 1 hour. Sodium metabisulfite (1M, 250 mL) was added and stirred and the organics separated and washed with 1N sodium hydroxide and brine, dried (MgSO4) and solvents evaporated to a clear oil which crystallised ... The yield is 78.0%. RXN SMILES: [CH2:1]([CH:8]1[NH:12]C(=O)N[C:9]1=[O:14])[C:2]1[CH:7]=[CH:6][CH:5]=[CH:4][CH:3]=1.[OH-:15].[Na+].C.Cl>>[NH2:12][CH:8]([C:9]([OH:14])=[O:15])[CH2:1][C:2]1[CH:7]=[CH:6][CH:5]=[CH:4][CH:3]=1 |f:1.2|. Isolated yield 72.0%. Yields the product NC(CC1=CC=CC=C1)C(=O)O (DL-phenyl alanine). The reactants are C(C1=CC=CC=C1)C1C(NC(N1)=O)=O (5-benzyl-hydantoin), Cl (hydrochloric acid), [OH-].[Na+] (sodium hydroxide), C (charcoal). Procedure: 95.1 g (0.5 mole) of 5-benzyl-hydantoin are heated to boiling in 350 ml of a 20% sodium hydroxide solution for 30 hours. The reaction mixture is clarified with activated charcoal and acidified with concentrated hydrochloric acid (pH 2). The precipitate (hydrantoinic acid) is filtered off and the phenyl alanine is precipitated from the filtrate as described in Example 11. Thus 59.5 g of the dry desired compound are obtained, yield 72%. Purity: 97.5% (according to HPLC). The reactants are NC(C1CN(N(CC1)C(=O)OCC)C(=O)OCC)=S (1,2-diethyl 4-(aminothioxomethyl)tetrahydro-1,2-pyridazinedicarboxylate), NC(C1CN(N(CC1)C(=O)OCC)C(=O)OCC)=S (1,2-diethyl 4-(aminothioxomethyl)tetrahydro-1,2-pyridazinedicarboxylate), BrCC(=O)C1=NOC(C1)C1=C(C=CC=C1F)F (2-bromo-1-(4,5-dihydro-5-(2,6-difluorophenyl)-3-isoxazolyl)ethanone), BrCC(=O)C1=NOC(C1)C1=C(C=CC=C1F)F (2-bromo-1-(4,5-dihydro-5-(2,6-difluorophenyl)-3-isoxazolyl)ethanone), C(C)(=O)[O-].[Na+] (sodium acetate). The solvent is CO (methanol). Conditions: temperature 35 celsius, time 1 hour. Product: FC1=C(C(=CC=C1)F)C1CC(=NO1)C=1N=C(SC1)C1CN(N(CC1)C(=O)OCC)C(=O)OCC (1,2-diethyl 4-[4-[5-(2,6-difluorophenyl)-4,5-dihydro-3-isoxazolyl]-2-thiazolyl]tetrahydro-1,2-pyridazinedicarboxylate). As a reaction SMILES: [NH2:1][C:2](=[S:19])[CH:3]1[CH2:8][CH2:7][N:6]([C:9]([O:11][CH2:12][CH3:13])=[O:10])[N:5]([C:14]([O:16][CH2:17][CH3:18])=[O:15])[CH2:4]1.Br[CH2:21][C:22]([C:24]1[CH2:28][CH:27]([C:29]2[C:34]([F:35])=[CH:33][CH:32]=[CH:31][C:30]=2[F:36])[O:26][N:25]=1)=O.C([O-])(=O)C.[Na+]>CO>[F:36][C:30]1[CH:31]=[CH:32][CH:33]=[C:34]([F:35])[C:29]=1[CH:27]1[O:26][N:25]=[C:24]([C:22]2[N:1]=[C:2]([CH:3]3[CH2:8][CH2:7][N:6]([C:9]([O:11][CH2:12][CH3:13])=[O:10])[N:5]([C:14]([O:16][CH2:17][CH3:18])=[O:15])[CH2:4]3)[S:19][CH:21]=2)[CH2:28]1 |f:2.3|. Procedure details: A mixture of 1,2-diethyl 4-(aminothioxomethyl)tetrahydro-1,2-pyridazinedicarboxylate (i.e. the product of Step F) (2.58 g, 0.0089 mol) and 2-bromo-1-(4,5-dihydro-5-(2,6-difluorophenyl)-3-isoxazolyl)ethanone (i.e the product of Step C) (2.63 g, 0.0086 mol) in methanol (20 mL) were carefully heated to 35° C. No exotherm was observed and the temperature was raised to between 45 to 50° C. and held at this temperature for 1 h. The reaction mixture was neutralised with aqueous sodium acetate (0.73 g i... Procedure details: A solution of tert-butyl ((4aRS,11bRS)-3,3,11b-trimethyl-10-nitro-4,4-dioxido-4a,5,6,11b-tetrahydro-3H-benzo[6,7]oxepino[4,5-b][1,4]thiazin-2-yl)carbamate (100 mg, 0.221 mmol) in EtOAc (2 ml) and EtOH (2 ml) was hydrogenated under hydrogen balloon in the presence of palladium, 10% wt. on activated carbon (50 mg, 0.047 mmol) for 30 min. The mixture was filtered through the plug of Celite, filter cake was washed with ethyl acetate. The combined filtrate was concentrated ton afford crude tert-butyl... Isolated yield 74.7%. Run in CCOC(=O)C (EtOAc), CCO (EtOH). RXN SMILES: [CH3:1][C:2]1([CH3:31])[S:7](=[O:9])(=[O:8])[CH:6]2[CH2:10][CH2:11][O:12][C:13]3[CH:18]=[CH:17][C:16]([N+:19]([O-])=O)=[CH:15][C:14]=3[C:5]2([CH3:22])[N:4]=[C:3]1[NH:23][C:24](=[O:30])[O:25][C:26]([CH3:29])([CH3:28])[CH3:27]>CCOC(C)=O.CCO.[Pd]>[NH2:19][C:16]1[CH:17]=[CH:18][C:13]2[O:12][CH2:11][CH2:10][CH:6]3[S:7](=[O:8])(=[O:9])[C:2]([CH3:31])([CH3:1])[C:3]([NH:23][C:24](=[O:30])[O:25][C:26]([CH3:27])([CH3:28])[CH3:29])=[N:4][C:5]3([CH3:22])[C:14]=2[CH:15]=1. The reactants are CC1(C(=NC2(C(S1(=O)=O)CCOC1=C2C=C(C=C1)[N+](=O)[O-])C)NC(OC(C)(C)C)=O)C (tert-butyl ((4aRS,11bRS)-3,3,11b-trimethyl-10-nitro-4,4-dioxido-4a,5,6,11b-tetrahydro-3H-benzo[6,7]oxepino[4,5-b][1,4]thiazin-2-yl)carbamate). Yields the product NC=1C=CC2=C(C3(C(S(C(C(=N3)NC(OC(C)(C)C)=O)(C)C)(=O)=O)CCO2)C)C1 (tert-butyl ((4aRS,11bRS)-10-amino-3,3,11b-trimethyl-4,4-dioxido-4a,5,6,11b-tetrahydro-3H-benzo[6,7]oxepino[4,5-b][1,4]thiazin-2-yl)carbamate). The reagents and catalysts are [Pd] (palladium).